Dataset: the Open Reaction Database (ORD), a public repository of structured organic reaction records. Task: describe an organic reaction: reactants, conditions, products, and yield Reactants: O=C1C=CC=C(N1)C(=O)O (6-oxo-1,6-dihydropyridine-2-carboxylic acid), OS(=O)(=O)O (H2SO4), CO (MeOH). The product is O=C1C=CC=C(N1)C(=O)OC (methyl 6-oxo-1,6-dihydropyridine-2-carboxylate). RXN SMILES: [O:1]=[C:2]1[NH:7][C:6]([C:8]([OH:10])=[O:9])=[CH:5][CH:4]=[CH:3]1.OS(O)(=O)=O.[CH3:16]O>>[O:1]=[C:2]1[NH:7][C:6]([C:8]([O:10][CH3:16])=[O:9])=[CH:5][CH:4]=[CH:3]1. Procedure: A mixture of commercially available 6-oxo-1,6-dihydropyridine-2-carboxylic acid (4.000 g; 28.75 mmol) and concentrated H2SO4 (3.5 ml) in anh. MeOH (65 ml) was refluxed, under nitrogen, for 22 h. MeOH was removed under reduced pressure, and the residue was basified by addition of a solution of 10% aq. NaHCO3. The mixture was then extracted with DCM (3×), and the mixed organic layers were dried over anh. MgSO4, filtered, and concentrated to dryness under reduced pressure affording methyl 6-oxo-1,6... The reactants are C1(CC1)NC(C1=CC(=C(C=C1)C)C=1C=C2C(=CN(C(C2=CC1)=O)CC1CC1)C=O)=O (N-Cyclopropyl-3-(2-cyclopropylmethyl-4-formyl-1-oxo-1,2-dihydro-isoquinolin-6-yl)-4-methyl-benzamide), N1(CCNCCC1)CCO (2-(1,4-diazepan-1-yl)ethanol). Yields the product C1(CC1)NC(C1=CC(=C(C=C1)C)C=1C=C2C(=CN(C(C2=CC1)=O)CC1CC1)CN1CCN(CCC1)CCO)=O (N-Cyclopropyl-3-(2-(cyclopropylmethyl)-4-((4-(2-hydroxyethyl)-1,4-diazepan-1-yl)methyl)-1-oxo-1,2-dihydroisoquinolin-6-yl)-4-methylbenzamide). As a reaction SMILES: [CH:1]1([NH:4][C:5](=[O:30])[C:6]2[CH:11]=[CH:10][C:9]([CH3:12])=[C:8]([C:13]3[CH:14]=[C:15]4[C:20](=[CH:21][CH:22]=3)[C:19](=[O:23])[N:18]([CH2:24][CH:25]3[CH2:27][CH2:26]3)[CH:17]=[C:16]4[CH:28]=O)[CH:7]=2)[CH2:3][CH2:2]1.[N:31]1([CH2:38][CH2:39][OH:40])[CH2:37][CH2:36][CH2:35][NH:34][CH2:33][CH2:32]1>>[CH:1]1([NH:4][C:5](=[O:30])[C:6]2[CH:11]=[CH:10][C:9]([CH3:12])=[C:8]([C:13]3[CH:14]=[C:15]4[C:20](=[CH:21][CH:22]=3)[C:19](=[O:23])[N:18]([CH2:24][CH:25]3[CH2:26][CH2:27]3)[CH:17]=[C:16]4[CH2:28][N:34]3[CH2:35][CH2:36][CH2:37][N:31]([CH2:38][CH2:39][OH:40])[CH2:32][CH2:33]3)[CH:7]=2)[CH2:3][CH2:2]1. Procedure: The title compound was prepared as a solid by the method of Example 59 step iv) using product of Example 59 step iii) and 2-(1,4-diazepan-1-yl)ethanol. Reactants: CC(=O)[O-], CC(=O)[O-], CN(C)C=O, [Cu+2], OB(O)c1ccccc1, c1ccncc1, COC(=O)c1n[nH]c2ccccc12. The product is COC(=O)c1nn(-c2ccccc2)c2ccccc12. RXN SMILES: [C:29]([O-:30])(=[O:31])[CH3:32].[C:34]([O-:35])(=[O:36])[CH3:37].[CH3:38][N:39]([CH3:40])[CH:41]=[O:42].[Cu+2:33].[OH:14][B:15]([OH:16])[c:17]1[cH:18][cH:19][cH:20][cH:21][cH:22]1.[cH:23]1[cH:24][cH:25][n:26][cH:27][cH:28]1.[nH:1]1[n:2][c:3]([C:10](=[O:11])[O:12][CH3:13])[c:4]2[cH:5][cH:6][cH:7][cH:8][c:9]12>>[n:1]1(-[c:17]2[cH:18][cH:19][cH:20][cH:21][cH:22]2)[n:2][c:3]([C:10](=[O:11])[O:12][CH3:13])[c:4]2[cH:5][cH:6][cH:7][cH:8][c:9]12. Starting materials: ClC=1C=CC2=C(C(=NCC(=N2)NC(C(=O)OC)C(C)=O)C2=C(C=CC=C2)F)C1 (methyl 2-[7-chloro-5-(2-fluorophenyl)-3H-1,4-benzodiazepin-2-ylamino]-3-oxo-butyrate), O.C1(=CC=C(C=C1)S(=O)(=O)O)C (p-toluenesulphonic acid monohydrate), O (water). Run in CN(C=O)C (dimethylformamide). Run at temperature 80 celsius, time 2 hour. Product: ClC=1C=CC2=C(C(=NCC=3N2C(=C(N3)C(=O)OC)C)C3=C(C=CC=C3)F)C1 (methyl 8-chloro-6-(2-fluorophenyl)-1-methyl-4H-imidazo[1,2-a][1,4]benzodiazepine-2-carboxylate). The yield is 41.1%. As a reaction SMILES: [Cl:1][C:2]1[CH:3]=[CH:4][C:5]2[N:11]=[C:10]([NH:12][CH:13]([C:18](=O)[CH3:19])[C:14]([O:16][CH3:17])=[O:15])[CH2:9][N:8]=[C:7]([C:21]3[CH:26]=[CH:25][CH:24]=[CH:23][C:22]=3[F:27])[C:6]=2[CH:28]=1.O.C1(C)C=CC(S(O)(=O)=O)=CC=1.O>CN(C)C=O>[Cl:1][C:2]1[CH:3]=[CH:4][C:5]2[N:11]3[C:18]([CH3:19])=[C:13]([C:14]([O:16][CH3:17])=[O:15])[N:12]=[C:10]3[CH2:9][N:8]=[C:7]([C:21]3[CH:26]=[CH:25][CH:24]=[CH:23][C:22]=3[F:27])[C:6]=2[CH:28]=1 |f:1.2|. Procedure details: 1.40 g of methyl 2-[7-chloro-5-(2-fluorophenyl)-3H-1,4-benzodiazepin-2-ylamino]-3-oxo-butyrate were taken up in 10 ml of dimethylformamide, 100 mg of p-toluenesulphonic acid monohydrate were added and the mixture was stirred at 80° C. for 2 h. For the working up the mixture was treated with 30 ml of water and extracted 5 times with 50 ml of diethyl ether each time. The combined organic phases were dried over magnesium sulphate, concentrated in a vacuum and purified by chromatography on 70 g of s... The reactants are [NH4+].[OH-] (NH4OH), C1CC2=CC=CC3=C2N1C1=C(N=C3)C=CC=C1 (1,2-dihydroindolo[1,7-ab][1,5]benzodiazepine), solution, C[Mg]Br (methyl magnesium bromide). Run in O1CCCC1 (tetrahydrofuran), CCOCC (ether). The product is CC1C2=C3N(C4=C(N1)C=CC=C4)CCC3=CC=C2 (6-Methyl-1,2,6,7-tetrahydroindolo[1,7-ab][1,5]benzodiazepine). RXN SMILES: [CH2:1]1[N:9]2[C:10]3[CH:17]=[CH:16][CH:15]=[CH:14][C:11]=3[N:12]=[CH:13][C:7]3=[C:8]2[C:3](=[CH:4][CH:5]=[CH:6]3)[CH2:2]1.[CH3:18][Mg]Br.[NH4+].[OH-]>O1CCCC1.CCOCC>[CH3:18][CH:13]1[NH:12][C:11]2[CH:14]=[CH:15][CH:16]=[CH:17][C:10]=2[N:9]2[CH2:1][CH2:2][C:3]3=[CH:4][CH:5]=[CH:6][C:7]1=[C:8]23 |f:2.3|. Procedure: To a stirred solution of 2.00 g of 1,2-dihydroindolo[1,7-ab][1,5]benzodiazepine in 40 ml of tetrahydrofuran, cooled under N2 to 0° C., is added dropwise 10 ml of a 2.5 molar solution of methyl magnesium bromide in ether. The reaction mixture is refluxed for 3 hours, cooled, and treated cautiously with saturated aqueous NH4OH solution. The mixture is partitioned between CH2Cl2 and water. The organic phase is separated, washed once with brine, dried over Na2SO4 and concentrated to a solid of 6-met... Reactants: Br, COc1cc(Cl)cc2c1OC(COS(=O)(=O)c1ccc(C)cc1)C2. Yields the product Cc1ccc(S(=O)(=O)OCC2Cc3cc(Cl)cc(O)c3O2)cc1. As a reaction SMILES: [BrH:25].[CH3:1][c:2]1[cH:3][cH:4][c:5]([S:8](=[O:9])(=[O:10])[O:11][CH2:12][CH:13]2[O:14][c:15]3[c:16]([cH:18][c:19]([Cl:24])[cH:20][c:21]3[O:22][CH3:23])[CH2:17]2)[cH:6][cH:7]1>>[CH3:1][c:2]1[cH:3][cH:4][c:5]([S:8](=[O:9])(=[O:10])[O:11][CH2:12][CH:13]2[O:14][c:15]3[c:16]([cH:18][c:19]([Cl:24])[cH:20][c:21]3[OH:22])[CH2:17]2)[cH:6][cH:7]1.